This data is from the Open Reaction Database (ORD), a public repository of structured organic reaction records. The task is: describe an organic reaction: reactants, conditions, products, and yield The reactants are ClC1=NC2=CC(=C(C=C2N=C1NN)F)F (2-chloro-6,7-difluoro-3-hydrazinoquinoxaline), C(OCC)(OCC)OCC (triethyl orthoformate). The product is ClC=1C=2N(C3=CC(=C(C=C3N1)F)F)C=NN2 (4-chloro-7,8-difluoro-[1,2,4]triazolo[4,3-a]quinoxaline). Reaction SMILES: [Cl:1][C:2]1[C:11]([NH:12][NH2:13])=[N:10][C:9]2[C:4](=[CH:5][C:6]([F:15])=[C:7]([F:14])[CH:8]=2)[N:3]=1.[CH:16](OCC)(OCC)OCC>>[Cl:1][C:2]1[C:11]2[N:10]([CH:16]=[N:13][N:12]=2)[C:9]2[C:4]([N:3]=1)=[CH:5][C:6]([F:15])=[C:7]([F:14])[CH:8]=2. Procedure details: A mixture consisting of 5.99 g. (0.026 mole) of 2-chloro-6,7-difluoro-3-hydrazinoquinoxaline and 30 ml. (0.18 mole) of triethyl orthoformate was heated at 100° C. for a period of 24 hours to give a red-brown solid. The resulting slurry was then cooled to room temperature and filtered, and the recovered product subsequently washed with diethyl ether to ultimately afford 5.15 g. (82%) of pure 4-chloro-7,8-difluoro-[1,2,4]triazolo[4,3-a]quinoxaline, m.p. >210° C. (decomp.). Mass Spectrum: m/e, 242/... Reactants: Cl.N[C@@H](C(=O)NOCC1=CC=CC=C1)C (2-Amino-N-benzyloxy-(R)-propionamide HCl salt), CC(C(=O)O)C1=CC=C(C=C1)CC(C)C ((R/S)-α-methyl-4-isobutylphenylacetic acid). Product: CC(C(=O)N[C@@H](C(=O)NO)C)C1=CC=C(C=C1)CC(C)C (2-((R/S)-α-Methyl-4-isobutylphenylacetamido)-N-hydroxy-(R)-propionamide). As a reaction SMILES: Cl.[NH2:2][C@H:3]([CH3:15])[C:4]([NH:6][O:7]CC1C=CC=CC=1)=[O:5].[CH3:16][CH:17]([C:21]1[CH:26]=[CH:25][C:24]([CH2:27][CH:28]([CH3:30])[CH3:29])=[CH:23][CH:22]=1)[C:18]([OH:20])=O>>[CH3:16][CH:17]([C:21]1[CH:26]=[CH:25][C:24]([CH2:27][CH:28]([CH3:30])[CH3:29])=[CH:23][CH:22]=1)[C:18]([NH:2][C@H:3]([CH3:15])[C:4]([NH:6][OH:7])=[O:5])=[O:20] |f:0.1|. Reported procedure: This compound was synthesized by coupling 2-amino-N-benzyloxy-(R)-propionamide HCl salt 42b with (R/S)-α-methyl-4-isobutylphenylacetic acid followed by hydrogenation using the procedures as described in Example 42. MS (ESI): (M−H)−=291.0. The reactants are C=1C=CC(=CC1)[C@@H]2[C@H](O2)C=3C=CC=CC3 (trans-stilbene oxide), C(C(C)C)OCCCN (3-isobutoxy-1-propylamine), O (water). Run in CC(=O)C (acetone). Reaction conditions: temperature 140 celsius, time 18 hour. The product is CC(COCCCNC(C(O)C1=CC=CC=C1)C1=CC=CC=C1)C (β-[[3-(2-Methylpropoxy)propyl]amino]-α-phenylbenzeneethanol). Yield: 29.4%. Reaction SMILES: [CH:1]1[CH:2]=[CH:3][C:4]([C@H:7]2[O:9][C@@H:8]2[C:10]2[CH:11]=[CH:12][CH:13]=[CH:14][CH:15]=2)=[CH:5][CH:6]=1.[CH2:16]([O:20][CH2:21][CH2:22][CH2:23][NH2:24])[CH:17]([CH3:19])[CH3:18].O>CC(C)=O>[CH3:18][CH:17]([CH3:19])[CH2:16][O:20][CH2:21][CH2:22][CH2:23][NH:24][CH:7]([C:4]1[CH:3]=[CH:2][CH:1]=[CH:6][CH:5]=1)[CH:8]([C:10]1[CH:11]=[CH:12][CH:13]=[CH:14][CH:15]=1)[OH:9]. Procedure: A mixture of trans-stilbene oxide (91.96 g, 0.10 mole) and 3-isobutoxy-1-propylamine (3.93 g, 0.030 mole) was heated at 140° C. for 5 hrs. After standing at ambient temperature for 18 hrs the mixture was dissolved in acetone (20 ml) and the solution poured into water (120 ml). A solid formed rapidly which was collected by filtration and dried under ambient conditions to obtain 2.89 g (88%) of the desired product. Recrystallization from tolueneisooctone gave 2.44 g of an off-white solid, m.p. 90°... The product is ClC(C(=O)NC1=C(C=CC=C1C(F)(F)F)C(CC(=O)NC=1SC=CN1)=O)CCC (2-[(2-chloro-1-oxo-pentyl)-amino]-β-oxo-N-(2-thiazolyl)-3-trifluoromethyl-benzene propanamide). Reported procedure: Using the procedure of Step A of Example 6, a solution of 6.94 g of N-(2-thiazolyl)-acetamide in 280 ml of tetrahydrofuran and 70 ml of a butyllithium-hexane solution and a solution of 7.8 g of the product of Step A in 40 ml of tetrahydrofuran were reacted to obtain 8.3 g of 2-[(2-chloro-1-oxo-pentyl)-amino]-β-oxo-N-(2-thiazolyl)-3-trifluoromethyl-benzene propanamide melting towards 184°-186° C. Solvent: O1CCCC1 (tetrahydrofuran), C(CCC)[Li].CCCCCC (butyllithium hexane), O1CCCC1 (tetrahydrofuran). Isolated yield 72.6%. RXN SMILES: [S:1]1[CH:5]=[CH:4][N:3]=[C:2]1[NH:6][C:7](=[O:9])[CH3:8].[Cl:10][CH:11]([C:15]1[O:20][C:19](=[O:21])[C:18]2[CH:22]=[CH:23][CH:24]=[C:25]([C:26]([F:29])([F:28])[F:27])[C:17]=2[N:16]=1)[CH2:12][CH2:13][CH3:14]>O1CCCC1.C([Li])CCC.CCCCCC>[Cl:10][CH:11]([CH2:12][CH2:13][CH3:14])[C:15]([NH:16][C:17]1[C:25]([C:26]([F:27])([F:28])[F:29])=[CH:24][CH:23]=[CH:22][C:18]=1[C:19](=[O:21])[CH2:8][C:7]([NH:6][C:2]1[S:1][CH:5]=[CH:4][N:3]=1)=[O:9])=[O:20] |f:3.4|. Reactants: S1C(=NC=C1)NC(C)=O (N-(2-thiazolyl)-acetamide), ClC(CCC)C1=NC2=C(C(O1)=O)C=CC=C2C(F)(F)F (2-(1-chlorobutyl)-8-trifluoromethyl-4H-3,1-benzoxazine-4-one). Reactants: C1CCC2=NCCCN2CC1, CCOC(=O)Nc1nc2ccc(OC)cc2nc1OC, C1CCOC1, c1ccc(N2CCNCC2)cc1. Yields the product COc1ccc2nc(NC(=O)N3CCN(c4ccccc4)CC3)c(OC)nc2c1. RXN SMILES: [CH2:33]1[CH2:34][CH2:35][C:36]2=[N:41][CH2:40][CH2:39][CH2:38][N:37]2[CH2:42][CH2:43]1.[CH3:1][O:2][c:3]1[c:4]([NH:15][C:16]([O:17][CH2:18][CH3:19])=[O:20])[n:5][c:6]2[cH:7][cH:8][c:9]([O:13][CH3:14])[cH:10][c:11]2[n:12]1.[O:44]1[CH2:45][CH2:46][CH2:47][CH2:48]1.[c:21]1([N:27]2[CH2:28][CH2:29][NH:30][CH2:31][CH2:32]2)[cH:22][cH:23][cH:24][cH:25][cH:26]1>>[CH3:1][O:2][c:3]1[c:4]([NH:15][C:16](=[O:20])[N:30]2[CH2:29][CH2:28][N:27]([c:21]3[cH:22][cH:23][cH:24][cH:25][cH:26]3)[CH2:32][CH2:31]2)[n:5][c:6]2[cH:7][cH:8][c:9]([O:13][CH3:14])[cH:10][c:11]2[n:12]1.